From a dataset of the Open Reaction Database (ORD), a public repository of structured organic reaction records. describe an organic reaction: reactants, conditions, products, and yield Reactants: NC(=S)N (thiourea), CN(S(=O)(=O)C1=C(C(=CC=C1Cl)N)O)C (N,N-dimethyl-3-amino-6-chloro-2-hydroxybenzenesulfonamide), ClC1=C(C=CC=C1F)N=C=S (2chloro-3-fluorophenylisothiocyanate). The product is ClC1=C(C(=C(C=C1)NC(=S)NC1=C(C(=CC=C1)F)Cl)O)S(=O)(=O)N(C)C (N-[4Chloro-2-hydroxy-3-(N″,N″-dimethylaminosulfonyl)phenyl]-N′-(2-chloro-3-fluorophenyl)thiourea). Yield: 71.1%. Reaction SMILES: NC(N)=S.[CH3:5][N:6]([CH3:19])[S:7]([C:10]1[C:15]([Cl:16])=[CH:14][CH:13]=[C:12]([NH2:17])[C:11]=1[OH:18])(=[O:9])=[O:8].[Cl:20][C:21]1[C:26]([F:27])=[CH:25][CH:24]=[CH:23][C:22]=1[N:28]=[C:29]=[S:30]>>[Cl:16][C:15]1[CH:14]=[CH:13][C:12]([NH:17][C:29]([NH:28][C:22]2[CH:23]=[CH:24][CH:25]=[C:26]([F:27])[C:21]=2[Cl:20])=[S:30])=[C:11]([OH:18])[C:10]=1[S:7]([N:6]([CH3:19])[CH3:5])(=[O:9])=[O:8]. Procedure details: Following the general procedure for thiourea formation outlined in example 12, N,N-dimethyl-3-amino-6-chloro-2-hydroxybenzenesulfonamide (500 mg, 2.0 mmol) and 2chloro-3-fluorophenylisothiocyanate (374 mg, 2.0 mmol) were coupled to form the desired thiourea (623 mg, 71%). LC-MS m/z 438.2 (M+). Starting materials: CCCCCCC (Heptane), CCOC(=O)C (EtOAc), C(C1=CC=CC=C1)NC1=NC(=CC(=C1N)NCC1=CC=CC=C1)C(F)(F)F (N2,N4-Dibenzyl-6-trifluoromethyl-pyridine-2,3,4-triamine), O (Water). The solvent is CC(C)(C)OC (TBME). Reaction conditions: time 72 hour. The product is C(C1=CC=CC=C1)N1C(NC=2C(=NC(=CC21)C(F)(F)F)NCC2=CC=CC=C2)=O (1-Benzyl-4-benzylamino-6-trifluoromethyl-1,3-dihydro-imidazo[4,5-c]pyridine-2-one). Reaction SMILES: [CH2:1]([NH:8][C:9]1[C:14]([NH2:15])=[C:13]([NH:16][CH2:17][C:18]2[CH:23]=[CH:22][CH:21]=[CH:20][CH:19]=2)[CH:12]=[C:11]([C:24]([F:27])([F:26])[F:25])[N:10]=1)[C:2]1[CH:7]=[CH:6][CH:5]=[CH:4][CH:3]=1.O.CCCCCCC.C[CH2:37][O:38]C(C)=O>CC(OC)(C)C>[CH2:17]([N:16]1[C:13]2[CH:12]=[C:11]([C:24]([F:27])([F:26])[F:25])[N:10]=[C:9]([NH:8][CH2:1][C:2]3[CH:7]=[CH:6][CH:5]=[CH:4][CH:3]=3)[C:14]=2[NH:15][C:37]1=[O:38])[C:18]1[CH:19]=[CH:20][CH:21]=[CH:22][CH:23]=1. Procedure details: N2,N4-Dibenzyl-6-trifluoromethyl-pyridine-2,3,4-triamine (9.02 g, 24.2 mmol) was dissolved in TBME (180 ml) and CDl (19.6 g, 121 mmol) was added. The reaction mixture was stirred at room temperature for 72 h. Water (100 ml) was added to the reaction mixture and the layers were separated. The aqueous was extracted with EtOAc (200 ml). The combined organics were washed with brine (50 ml), dried over MgSO4 and concentrated in vacuo to give the crude (25 g). Column chromatography through silica elut... Starting materials: CCOC(=O)C(CC(C)C)c1cc(Cl)c(-c2ccc(C(F)(F)F)cc2)c(OCC(F)(F)F)c1, C1CCOC1, CO, [Li+], [OH-], O. Yields the product CC(C)CC(C(=O)O)c1cc(Cl)c(-c2ccc(C(F)(F)F)cc2)c(OCC(F)(F)F)c1. RXN SMILES: [CH2:1]([CH3:2])[O:3][C:4]([CH:5]([CH2:6][CH:7]([CH3:8])[CH3:9])[c:10]1[cH:11][c:12]([Cl:32])[c:13](-[c:22]2[cH:23][cH:24][c:25]([C:28]([F:29])([F:30])[F:31])[cH:26][cH:27]2)[c:14]([O:16][CH2:17][C:18]([F:19])([F:20])[F:21])[cH:15]1)=[O:33].[CH2:38]1[O:39][CH2:40][CH2:41][CH2:42]1.[CH3:36][OH:37].[Li+:35].[OH-:34].[OH2:43]>>[O:3]=[C:4]([CH:5]([CH2:6][CH:7]([CH3:8])[CH3:9])[c:10]1[cH:11][c:12]([Cl:32])[c:13](-[c:22]2[cH:23][cH:24][c:25]([C:28]([F:29])([F:30])[F:31])[cH:26][cH:27]2)[c:14]([O:16][CH2:17][C:18]([F:19])([F:20])[F:21])[cH:15]1)[OH:33].